Dataset: the Open Reaction Database (ORD), a public repository of structured organic reaction records. Task: describe an organic reaction: reactants, conditions, products, and yield As a reaction SMILES: Cl.[Br:2][CH2:3][CH2:4][CH2:5][CH2:6][O:7][C@H:8]1[CH2:13][CH2:12][C@H:11]([NH:14][CH3:15])[CH2:10][CH2:9]1.[F:16][C:17]1[CH:18]=[C:19]([S:24](Cl)(=[O:26])=[O:25])[CH:20]=[CH:21][C:22]=1[F:23]>>[Br:2][CH2:3][CH2:4][CH2:5][CH2:6][O:7][C@H:8]1[CH2:9][CH2:10][C@H:11]([N:14]([CH3:15])[S:24]([C:19]2[CH:20]=[CH:21][C:22]([F:23])=[C:17]([F:16])[CH:18]=2)(=[O:26])=[O:25])[CH2:12][CH2:13]1 |f:0.1|. Procedure: In analogy to example 11.9, trans-[4-(4-Bromo-butoxy)-cyclohexyl]-methyl-amine hydrochloride and 3,4-difluoro-benzenesulfonyl chloride (with 2.1 eq N,N-diisopropylethylamine) were reacted to yield trans-N-[4-(4-Bromo-butoxy)-cyclohexyl]-3,4-difluoro-N-methyl-benzenesulfonamide which was used directly in the next steps see Example 12.55-12.56 and 12.65 and 12.66. Reactants: Cl.BrCCCCO[C@@H]1CC[C@H](CC1)NC (trans-[4-(4-Bromo-butoxy)-cyclohexyl]-methyl-amine hydrochloride), FC=1C=C(C=CC1F)S(=O)(=O)Cl (3,4-difluoro-benzenesulfonyl chloride). Product: BrCCCCO[C@@H]1CC[C@H](CC1)N(S(=O)(=O)C1=CC(=C(C=C1)F)F)C (trans-N-[4-(4-Bromo-butoxy)-cyclohexyl]-3,4-difluoro-N-methyl-benzenesulfonamide). Reactants: N1CCOCC1 (morpholine), CC1=NOC(=C1C=1C(=CC=2C3=C(C=NC2C1)NC(N3CC3CCOCC3)=O)OC)C (7-(3,5-Dimethyl-4-isoxazolyl)-8-(methyloxy)-1-(tetrahydro-2H-pyran-4-ylmethyl)-1,3-dihydro-2H-imidazo[4,5-c]quinolin-2-one), P(Cl)(Cl)(Cl)(Cl)Cl (PCl5), intermediate 14, O=P(Cl)(Cl)Cl (POCl3). The solvent is C(Cl)Cl (DCM), CN1CCCC1=O (NMP). Conditions: temperature 120 celsius. Product: CC1=NOC(=C1C=1C(=CC=2C3=C(C=NC2C1)N=C(N3CC3CCOCC3)N3CCOCC3)OC)C (7-(3,5-dimethyl-4-isoxazolyl)-8-(methyloxy)-2-(4-morpholinyl)-1-(tetrahydro-2H-pyran-4-ylmethyl)-1H-imidazo[4,5-c]quinoline). Isolated yield 1.8%. RXN SMILES: [CH3:1][C:2]1[C:6]([C:7]2[C:8]([O:28][CH3:29])=[CH:9][C:10]3[C:11]4[N:19]([CH2:20][CH:21]5[CH2:26][CH2:25][O:24][CH2:23][CH2:22]5)[C:18](=O)[NH:17][C:12]=4[CH:13]=[N:14][C:15]=3[CH:16]=2)=[C:5]([CH3:30])[O:4][N:3]=1.O=P(Cl)(Cl)Cl.P(Cl)(Cl)(Cl)(Cl)Cl.[NH:42]1[CH2:47][CH2:46][O:45][CH2:44][CH2:43]1>CN1C(=O)CCC1.C(Cl)Cl>[CH3:1][C:2]1[C:6]([C:7]2[C:8]([O:28][CH3:29])=[CH:9][C:10]3[C:11]4[N:19]([CH2:20][CH:21]5[CH2:22][CH2:23][O:24][CH2:25][CH2:26]5)[C:18]([N:42]5[CH2:47][CH2:46][O:45][CH2:44][CH2:43]5)=[N:17][C:12]=4[CH:13]=[N:14][C:15]=3[CH:16]=2)=[C:5]([CH3:30])[O:4][N:3]=1. Procedure details: 7-(3,5-Dimethyl-4-isoxazolyl)-8-(methyloxy)-1-(tetrahydro-2H-pyran-4-ylmethyl)-1,3-dihydro-2H-imidazo[4,5-c]quinolin-2-one (220 mg, 0.539 mmol) (for a preparation see intermediate 14) was dissolved in POCl3 (2 ml, 21.46 mmol), PCl5 (0.2 g, 0.960 mmol) was added and the mixture was heated at 120° C. for 24 h. The reaction mixture was evaporated in vacuo to give a beige solid. The solid was dissolved in NMP (0.5 ml) and morpholine (0.3 ml, 3.44 mmol) was added, then the solution was heated in the ... Reactants: C(C1=CC=CC=C1)SC1=NN2C(N=C(C(=C2O)Cl)C)=N1 (2-benzylthio-6-chloro-7-hydroxy-5-methyl-1,2,4-triazolo[1,5-a]pyrimidine), P(=O)(Cl)(Cl)Cl (phosphorus oxychloride). Yields the product C(C1=CC=CC=C1)SC1=NN2C(N=C(C(=C2Cl)Cl)C)=N1 (2-benzylthio-6,7-dichloro-5-methyl-1,2,4-triazolo[1,5-a]pyrimidine). Yield: 68.0%. As a reaction SMILES: [CH2:1]([S:8][C:9]1[N:20]=[C:12]2[N:13]=[C:14]([CH3:19])[C:15]([Cl:18])=[C:16](O)[N:11]2[N:10]=1)[C:2]1[CH:7]=[CH:6][CH:5]=[CH:4][CH:3]=1.P(Cl)(Cl)([Cl:23])=O>>[CH2:1]([S:8][C:9]1[N:20]=[C:12]2[N:13]=[C:14]([CH3:19])[C:15]([Cl:18])=[C:16]([Cl:23])[N:11]2[N:10]=1)[C:2]1[CH:7]=[CH:6][CH:5]=[CH:4][CH:3]=1. Procedure details: This material was prepared in 68% yield from 2-benzylthio-6-chloro-7-hydroxy-5-methyl-1,2,4-triazolo[1,5-a]pyrimidine and phosphorus oxychloride following the general procedure described in Example 20. The desired product was isolated as a solid, m.p. 103°-105° C. IR and 1H NMR spectra were in agreement with the assigned structure. Reactants: C1(=C(C=CC=C1)N)N (o-phenylenediamine), C(C)C=1C=CC(=NC1)C (5-ethyl-2-methylpyridine), [S] (sulfur). The product is C(C)C=1C=CC(=NC1)C=1NC2=C(N1)C=CC=C2 (2-(5-ethylpyridin-2-yl)benzimidazole). RXN SMILES: [C:1]1([NH2:8])[CH:6]=[CH:5][CH:4]=[CH:3][C:2]=1[NH2:7].[CH2:9]([C:11]1[CH:12]=[CH:13][C:14]([CH3:17])=[N:15][CH:16]=1)[CH3:10].[S]>>[CH2:9]([C:11]1[CH:12]=[CH:13][C:14]([C:17]2[NH:7][C:2]3[CH:3]=[CH:4][CH:5]=[CH:6][C:1]=3[N:8]=2)=[N:15][CH:16]=1)[CH3:10] |^3:17|. Reported procedure: 130 g. of o-phenylenediamine, 121 g. of 5-ethyl-2-methylpyridine and 96 g. of sulfur were heated at 160°-170° C. for 20 hours. The reaction mixture was dissolved in 2,000 ml. of chloroform and the solution was washed with water and 6 N hydrochloric acid successively. Chloroform was removed by evaporation in vacuo. The residue was subjected to silica gel column chromatography and recrystallized from ethyl acetate. The product showed no melting point depression upon mixing with the product of the ... Starting materials: FC1=C(C=CC(=C1)I)NC1=C(C(=O)O)C=CN=C1 (3-[(2-fluoro-4-iodophenyl)amino]isonicotinic acid), FC1=C(C=CC(=C1)I)NC1=C(C(=O)O)C=CN=C1 (3-[(2-fluoro-4-iodophenyl)amino]isonicotinic acid), COCCN(C)C ((2-methoxy-ethyl)-dimethyl-amine). Yields the product FC1=C(C=CC(=C1)I)NC1=C(C(=O)N(C)CCOC)C=CN=C1 (3-[(2-fluoro-4-iodophenyl)amino]-N-(2-methoxyethyl)-N-methylisonicotinamide). RXN SMILES: [F:1][C:2]1[CH:7]=[C:6]([I:8])[CH:5]=[CH:4][C:3]=1[NH:9][C:10]1[CH:18]=[N:17][CH:16]=[CH:15][C:11]=1[C:12]([OH:14])=O.[CH3:19][O:20][CH2:21][CH2:22][N:23](C)[CH3:24]>>[F:1][C:2]1[CH:7]=[C:6]([I:8])[CH:5]=[CH:4][C:3]=1[NH:9][C:10]1[CH:18]=[N:17][CH:16]=[CH:15][C:11]=1[C:12]([N:23]([CH2:22][CH2:21][O:20][CH3:19])[CH3:24])=[O:14]. Reported procedure: 3-[(2-fluoro-4-iodophenyl)amino]-N-(2-methoxyethyl)-N-methylisonicotinamide was synthesized according to the procedure for General Method 1, outlined above, starting with 0.42 mmol of 3-[(2-fluoro-4-iodophenyl)amino]isonicotinic acid (intermediate 1) and 0.57 mmol of (2-methoxy-ethyl)-dimethyl-amine LC/MS [7.84 min; 430 (M+1)] Reactants: C1CCOC1, COC(=O)c1cc(C(=O)OC)cc(N(C)S(=O)(=O)c2ccc(OCc3ccccc3)cc2)c1, CO, Cl, [Na+], [OH-], O. Yields the product COC(=O)c1cc(C(=O)O)cc(N(C)S(=O)(=O)c2ccc(OCc3ccccc3)cc2)c1. As a reaction SMILES: [CH2:38]1[O:39][CH2:40][CH2:41][CH2:42]1.[CH3:3][O:4][C:5]([c:6]1[cH:7][c:8]([C:9](=[O:10])[O:11][CH3:12])[cH:13][c:14]([N:16]([CH3:17])[S:18](=[O:19])(=[O:20])[c:21]2[cH:22][cH:23][c:24]([O:27][CH2:28][c:29]3[cH:30][cH:31][cH:32][cH:33][cH:34]3)[cH:25][cH:26]2)[cH:15]1)=[O:35].[CH3:43][OH:44].[ClH:37].[Na+:2].[OH-:1].[OH2:36]>>[O:4]=[C:5]([c:6]1[cH:7][c:8]([C:9](=[O:10])[O:11][CH3:12])[cH:13][c:14]([N:16]([CH3:17])[S:18](=[O:19])(=[O:20])[c:21]2[cH:22][cH:23][c:24]([O:27][CH2:28][c:29]3[cH:30][cH:31][cH:32][cH:33][cH:34]3)[cH:25][cH:26]2)[cH:15]1)[OH:35]. Starting materials: C(C)(C)(C)OC(NC1=C(C=C(C=C1)C#CC1=C(C=C(C=C1)F)F)N)=O ([2-amino-4-(2,4-difluoro-phenylethynyl)-phenyl]-carbamic acid tert.-butyl ester), CC1(OC(C=C(O1)C=1C=C(C#N)C=CC1)=O)C (3-(2,2-dimethyl-6-oxo-6H-[1,3]dioxin-4-yl)-benzonitrile). Yields the product C(C)(C)(C)OC(NC1=C(C=C(C=C1)C#CC1=C(C=C(C=C1)F)F)NC(CC(=O)C1=CC(=CC=C1)C#N)=O)=O ([2-[3-(3-Cyano-phenyl)-3-oxo-propionylamino]-4-(2,4-difluoro-phenylethynyl)-phenyl]-carbamic acid tert.-butyl ester). Yield: 76.8%. Reaction SMILES: [C:1]([O:5][C:6](=[O:25])[NH:7][C:8]1[CH:13]=[CH:12][C:11]([C:14]#[C:15][C:16]2[CH:21]=[CH:20][C:19]([F:22])=[CH:18][C:17]=2[F:23])=[CH:10][C:9]=1[NH2:24])([CH3:4])([CH3:3])[CH3:2].CC1(C)[O:32][C:31]([C:33]2[CH:34]=[C:35]([CH:38]=[CH:39][CH:40]=2)[C:36]#[N:37])=[CH:30][C:29](=O)[O:28]1>>[C:1]([O:5][C:6](=[O:25])[NH:7][C:8]1[CH:13]=[CH:12][C:11]([C:14]#[C:15][C:16]2[CH:21]=[CH:20][C:19]([F:22])=[CH:18][C:17]=2[F:23])=[CH:10][C:9]=1[NH:24][C:29](=[O:28])[CH2:30][C:31]([C:33]1[CH:40]=[CH:39][CH:38]=[C:35]([C:36]#[N:37])[CH:34]=1)=[O:32])([CH3:4])([CH3:2])[CH3:3]. Procedure: Prepared from [2-amino-4-(2,4-difluoro-phenylethynyl)-phenyl]-carbamic acid tert.-butyl ester (Example G35) (172 mg, 0.5 mmol) and 3-(2,2-dimethyl-6-oxo-6H-[1,3]dioxin-4-yl)-benzonitrile (Example J4) (126 mg, 0.55 mmol) according to the general procedure K. Obtained as an orange oil (198 mg). Reactants: BrCc1ccccc1, C1CCC2=NCCCN2CC1, Cc1ccc2[nH]c(C(=O)O)cc2c1, CN(C)C=O. The product is Cc1ccc2[nH]c(C(=O)OCc3ccccc3)cc2c1. RXN SMILES: [Br:25][CH2:26][c:27]1[cH:28][cH:29][cH:30][cH:31][cH:32]1.[CH2:14]1[CH2:15][CH2:16][C:17]2=[N:22][CH2:21][CH2:20][CH2:19][N:18]2[CH2:23][CH2:24]1.[CH3:1][c:2]1[cH:3][c:4]2[cH:5][c:6]([C:11](=[O:12])[OH:13])[nH:7][c:8]2[cH:9][cH:10]1.[O:33]=[CH:34][N:35]([CH3:36])[CH3:37]>>[CH3:1][c:2]1[cH:3][c:4]2[cH:5][c:6]([C:11](=[O:12])[O:13][CH2:26][c:27]3[cH:28][cH:29][cH:30][cH:31][cH:32]3)[nH:7][c:8]2[cH:9][cH:10]1. Starting materials: [Al+3], O=C([O-])[O-], CI, Cc1cccc(C)c1C(=O)O, CN(C)C=O, CCOC(C)=O, Cc1ccccc1, Cl, [H-], [H-], [H-], [H-], [K+], [K+], [Li+], O. The product is Cc1cccc(C)c1CO. RXN SMILES: [Al+3:21].[C:12](=[O:13])([O-:14])[O-:15].[CH3:18][I:19].[CH3:1][c:2]1[c:3]([C:4](=[O:5])[OH:6])[c:7]([CH3:11])[cH:8][cH:9][cH:10]1.[CH3:27][N:28]([CH3:29])[CH:30]=[O:31].[CH3:32][CH2:33][O:34][C:35](=[O:36])[CH3:37].[CH3:39][c:40]1[cH:41][cH:42][cH:43][cH:44][cH:45]1.[ClH:26].[H-:20].[H-:23].[H-:24].[H-:25].[K+:16].[K+:17].[Li+:22].[OH2:38]>>[CH3:1][c:2]1[c:3]([CH2:4][OH:5])[c:7]([CH3:11])[cH:8][cH:9][cH:10]1.